This data is from the Open Reaction Database (ORD), a public repository of structured organic reaction records. The task is: describe an organic reaction: reactants, conditions, products, and yield Yield: 79.8%. The product is NOCCCOC=1C=C(C=C(C(=O)OCC2=CC=CC=C2)C1)Cl (Benzyl 5-[3-(aminooxy)propoxy]-3-chlorobenzoate). Reported procedure: To a solution of phthalimide 27 (1.00 g, 2.15 mmol) in tetrahydrofuran (20 mL) was added a 40% aqueous solution of methylamine (0.148 mL, 1.72 mmol). After stirring 25 minutes at 0° C., the reaction was evaporated in vacuo, the residue partitioned between methylene chloride and water, and the organic layer dried over Na2SO4 and filtered. The evaporated filtrate was then purified by chromatography on silica gel (40% ethyl acetate in hexanes) giving product 28 (0.576 g, 80%). 1H NMR (300 MHz, CDCl... Reactants: O=C1N(C(C2=CC=CC=C12)=O)OCCCOC=1C=C(C=C(C(=O)OCC2=CC=CC=C2)C1)Cl (Benzyl 5-[3-(1,3-dioxoisoindolin-2-yloxy)propoxy]-3-chlorobenzoate), aqueous solution, CN (methylamine). Conditions: temperature 0 celsius, time 25 minute. Run in O1CCCC1 (tetrahydrofuran). As a reaction SMILES: O=C1C2C(=CC=CC=2)C(=O)[N:3]1[O:12][CH2:13][CH2:14][CH2:15][O:16][C:17]1[CH:18]=[C:19]([Cl:33])[CH:20]=[C:21]([CH:32]=1)[C:22]([O:24][CH2:25][C:26]1[CH:31]=[CH:30][CH:29]=[CH:28][CH:27]=1)=[O:23].CN>O1CCCC1>[NH2:3][O:12][CH2:13][CH2:14][CH2:15][O:16][C:17]1[CH:18]=[C:19]([Cl:33])[CH:20]=[C:21]([CH:32]=1)[C:22]([O:24][CH2:25][C:26]1[CH:27]=[CH:28][CH:29]=[CH:30][CH:31]=1)=[O:23].